From a dataset of the Open Reaction Database (ORD), a public repository of structured organic reaction records. describe an organic reaction: reactants, conditions, products, and yield The reactants are CCNCC, C#CC(C)(C)O, [Cu]I, CN1Cc2c(I)ncn2-c2ccccc2C1=O, Cl[Pd]Cl, c1ccc(P(c2ccccc2)c2ccccc2)cc1, c1ccc(P(c2ccccc2)c2ccccc2)cc1. Product: CN1Cc2c(C#CC(C)(C)O)ncn2-c2ccccc2C1=O. As a reaction SMILES: [CH2:24]([NH:25][CH2:26][CH3:27])[CH3:28].[CH3:18][C:19]([CH3:20])([C:21]#[CH:22])[OH:23].[Cu:70][I:71].[I:1][c:2]1[n:3][cH:4][n:5]2[c:6]1[CH2:7][N:8]([CH3:17])[C:9](=[O:16])[c:10]1[c:11]-2[cH:12][cH:13][cH:14][cH:15]1.[Pd:29]([Cl:30])[Cl:31].[c:32]1([P:33]([c:34]2[cH:35][cH:36][cH:37][cH:38][cH:39]2)[c:40]2[cH:41][cH:42][cH:43][cH:44][cH:45]2)[cH:46][cH:47][cH:48][cH:49][cH:50]1.[c:51]1([P:52]([c:53]2[cH:54][cH:55][cH:56][cH:57][cH:58]2)[c:59]2[cH:60][cH:61][cH:62][cH:63][cH:64]2)[cH:65][cH:66][cH:67][cH:68][cH:69]1>>[c:2]1([C:22]#[C:21][C:19]([CH3:18])([CH3:20])[OH:23])[n:3][cH:4][n:5]2[c:6]1[CH2:7][N:8]([CH3:17])[C:9](=[O:16])[c:10]1[c:11]-2[cH:12][cH:13][cH:14][cH:15]1. Reactants: ClCCl, O=S(=O)(Cl)c1ccc(F)cc1, COC(=O)c1ccc2c(c1)CC(C)(C)C(c1ccccc1N)N2, c1ccncc1. The product is COC(=O)c1ccc2c(c1)CC(C)(C)C(c1ccccc1NS(=O)(=O)c1ccc(F)cc1)N2. RXN SMILES: [Cl:41][CH2:42][Cl:43].[F:30][c:31]1[cH:32][cH:33][c:34]([S:37](=[O:38])(=[O:39])[Cl:40])[cH:35][cH:36]1.[NH2:1][c:2]1[c:3]([CH:8]2[NH:9][c:10]3[cH:11][cH:12][c:13]([C:20](=[O:21])[O:22][CH3:23])[cH:14][c:15]3[CH2:16][C:17]2([CH3:18])[CH3:19])[cH:4][cH:5][cH:6][cH:7]1.[cH:24]1[cH:25][cH:26][n:27][cH:28][cH:29]1>>[NH:1]([c:2]1[c:3]([CH:8]2[NH:9][c:10]3[cH:11][cH:12][c:13]([C:20](=[O:21])[O:22][CH3:23])[cH:14][c:15]3[CH2:16][C:17]2([CH3:18])[CH3:19])[cH:4][cH:5][cH:6][cH:7]1)[S:37]([c:34]1[cH:33][cH:32][c:31]([F:30])[cH:36][cH:35]1)(=[O:38])=[O:39]. The reactants are BrC=1C=NC2=CC(=CC=C2C1C1=C(C=CC=C1)OC)S(=O)(=O)N(C=1SC=CN1)CC1=CC=C(C=C1)OC (3-bromo-N-(4-methoxybenzyl)-4-(2-methoxyphenyl)-N-(thiazol-2-yl)quinoline-7-sulfonamide), C(#N)[Zn]C#N (dicyanozinc). Reagents/catalysts: C(CCC)[Pt](CCCC)CCCC.[Pd] (palladium compound with tributylplatinum), [Zn] (zinc). Yields the product C(#N)C=1C=NC2=CC(=CC=C2C1C1=C(C=CC=C1)OC)S(=O)(=O)N(C=1SC=CN1)CC1=CC=C(C=C1)OC (3-cyano-N-(4-methoxybenzyl)-4-(2-methoxyphenyl)-N-(thiazol-2-yl)quinoline-7-sulfonamide). Reaction SMILES: Br[C:2]1[CH:3]=[N:4][C:5]2[C:10]([C:11]=1[C:12]1[CH:17]=[CH:16][CH:15]=[CH:14][C:13]=1[O:18][CH3:19])=[CH:9][CH:8]=[C:7]([S:20]([N:23]([CH2:29][C:30]1[CH:35]=[CH:34][C:33]([O:36][CH3:37])=[CH:32][CH:31]=1)[C:24]1[S:25][CH:26]=[CH:27][N:28]=1)(=[O:22])=[O:21])[CH:6]=2.[C:38]([Zn]C#N)#[N:39]>[Zn].C([Pt](CCCC)CCCC)CCC.[Pd]>[C:38]([C:2]1[CH:3]=[N:4][C:5]2[C:10]([C:11]=1[C:12]1[CH:17]=[CH:16][CH:15]=[CH:14][C:13]=1[O:18][CH3:19])=[CH:9][CH:8]=[C:7]([S:20]([N:23]([CH2:29][C:30]1[CH:31]=[CH:32][C:33]([O:36][CH3:37])=[CH:34][CH:35]=1)[C:24]1[S:25][CH:26]=[CH:27][N:28]=1)(=[O:21])=[O:22])[CH:6]=2)#[N:39] |f:3.4|. Procedure: A vial was charged with 3-bromo-N-(4-methoxybenzyl)-4-(2-methoxyphenyl)-N-(thiazol-2-yl)quinoline-7-sulfonamide (64.6 mg, 0.108 mmol), dicyanozinc (63.6 mg, 0.541 mmol), a spatula tip of zinc dust, and palladium compound with tributylplatinum (1:2) (18.18 mg, 0.022 mmol). The vial was flushed with Ar (g), then DMAC (1 mL) was added. The vial was sealed and placed in a 100° C. heating bath for 4 h. The mixture was cooled to room temperature, and then diluted with water and EtOAc. The layers were ... Starting materials: CCCN(CCC)CC1CCCCN1CCN, CC#N, O=C1Nc2ccccc2N(C(=O)Cl)c2ncccc21. The product is CCCN(CCC)CC1CCCCN1CCNC(=O)N1c2ccccc2NC(=O)c2cccnc21. RXN SMILES: [CH2:20]([CH2:21][CH3:22])[N:23]([CH2:24][CH2:25][CH3:26])[CH2:27][CH:28]1[N:29]([CH2:34][CH2:35][NH2:36])[CH2:30][CH2:31][CH2:32][CH2:33]1.[CH3:37][C:38]#[N:39].[Cl:1][C:2](=[O:3])[N:4]1[c:5]2[c:6]([cH:16][cH:17][cH:18][n:19]2)[C:7](=[O:15])[NH:8][c:9]2[c:10]1[cH:11][cH:12][cH:13][cH:14]2>>[C:2](=[O:3])([N:4]1[c:5]2[c:6]([cH:16][cH:17][cH:18][n:19]2)[C:7](=[O:15])[NH:8][c:9]2[c:10]1[cH:11][cH:12][cH:13][cH:14]2)[NH:36][CH2:35][CH2:34][N:29]1[CH:28]([CH2:27][N:23]([CH2:20][CH2:21][CH3:22])[CH2:24][CH2:25][CH3:26])[CH2:33][CH2:32][CH2:31][CH2:30]1. The reactants are C(C)(=O)O[C@@H]1[C@H](O[C@@H]([C@@H]1OC(C)=O)OC(C)=O)C1=CC(=NO1)CC ((2S,3R,4R,5R)-4,5-bis(acetyloxy)-2-(3-ethyl-5-isoxazolyl)tetrahydro-3-furanyl acetate), C(C)(=O)O[C@@H]1[C@H](O[C@H]([C@@H]1OC(C)=O)OC(C)=O)C1=CC(=NO1)CC ((2S,3R,4R,5S)-4,5-bis(acetyloxy)-2-(3-ethyl-5-isoxazolyl)tetrahydro-3-furanyl acetate), A-9967262, C1(=CC=CC=C1)C(CNC1=C2N=CNC2=NC(=N1)C(=O)NCCN1CCCCC1)C1=CC=CC=C1 (6-[(2,2-diphenylethyl)amino]-N-[2-(1-piperidinyl)ethyl]-9H-purine-2-carboxamide). As a reaction SMILES: [C:1]1([CH:7]([C:30]2[CH:35]=[CH:34][CH:33]=[CH:32][CH:31]=2)[CH2:8][NH:9][C:10]2[N:18]=[C:17]([C:19]([NH:21][CH2:22][CH2:23][N:24]3[CH2:29][CH2:28][CH2:27][CH2:26][CH2:25]3)=[O:20])[N:16]=[C:15]3[C:11]=2[N:12]=[CH:13][NH:14]3)[CH:6]=[CH:5][CH:4]=[CH:3][CH:2]=1.[C:36]([O:39][C@H:40]1[C@@H:44]([O:45][C:46](=[O:48])[CH3:47])[C@@H:43](OC(=O)C)[O:42][C@@H:41]1[C:53]1[O:57][N:56]=[C:55]([CH2:58][CH3:59])[CH:54]=1)(=[O:38])[CH3:37].C(O[C@H]1[C@@H](OC(=O)C)[C@H](OC(=O)C)O[C@@H]1C1ON=C(CC)C=1)(=O)C>>[C:46]([O:45][C@@H:44]1[C@H:40]([O:39][C:36](=[O:38])[CH3:37])[C@@H:41]([C:53]2[O:57][N:56]=[C:55]([CH2:58][CH3:59])[CH:54]=2)[O:42][C@H:43]1[N:14]1[CH:13]=[N:12][C:11]2[C:15]1=[N:16][C:17]([C:19]([NH:21][CH2:22][CH2:23][N:24]1[CH2:29][CH2:28][CH2:27][CH2:26][CH2:25]1)=[O:20])=[N:18][C:10]=2[NH:9][CH2:8][CH:7]([C:1]1[CH:2]=[CH:3][CH:4]=[CH:5][CH:6]=1)[C:30]1[CH:35]=[CH:34][CH:33]=[CH:32][CH:31]=1)(=[O:48])[CH3:47]. Procedure details: Prepared by the same method as Preparation 27 from 6-[(2,2-diphenylethyl)amino]-N-[2-(1-piperidinyl)ethyl]-9H-purine-2-carboxamide (Preparation 11) and a mixture of (2S,3R,4R,5R)-4,5-bis(acetyloxy)-2-(3-ethyl-5-isoxazolyl)tetrahydro-3-furanyl acetate and (2S,3R,4R,5S)-4,5-bis(acetyloxy)-2-(3-ethyl-5-isoxazolyl)tetrahydro-3-furanyl acetate (WO-A-9967262). Product: C(C)(=O)O[C@H]1[C@@H](O[C@@H]([C@H]1OC(C)=O)C1=CC(=NO1)CC)N1C2=NC(=NC(=C2N=C1)NCC(C1=CC=CC=C1)C1=CC=CC=C1)C(=O)NCCN1CCCCC1 ((2R,3R,4R,5S)-4-(Acetyloxy)-2-[6-[(2,2-diphenylethyl)amino]-2-({[2-(1-piperidinyl)ethyl]amino}carbonyl)-9H-purin-9-yl]-5-(3-ethyl-5-isoxazolyl)tetrahydro-3-furanyl acetate). Starting materials: C(C)OP(OCC)(=O)C(P(OCC)(=O)OCC)NCCCOC1=CC=CC=C1 (N-(3-phenoxypropyl)aminomethanediphosphonic acid tetraethyl ester), C[Si](Br)(C)C (trimethylbromosilane). The solvent is ClCCl (dichloromethane). Run at time 72 hour. Yields the product O(C1=CC=CC=C1)CCCNC(P(O)(=O)O)P(O)(=O)O (N-(3-phenoxypropyl)aminomethanediphosphonic acid). Reaction SMILES: C([O:3][P:4]([CH:9]([NH:18][CH2:19][CH2:20][CH2:21][O:22][C:23]1[CH:28]=[CH:27][CH:26]=[CH:25][CH:24]=1)[P:10]([O:15]CC)(=[O:14])[O:11]CC)(=[O:8])[O:5]CC)C.C[Si](C)(C)Br>ClCCl>[O:22]([CH2:21][CH2:20][CH2:19][NH:18][CH:9]([P:10]([OH:15])(=[O:11])[OH:14])[P:4]([OH:5])(=[O:3])[OH:8])[C:23]1[CH:24]=[CH:25][CH:26]=[CH:27][CH:28]=1. Reported procedure: 3.0 g (0.0068 mol) of N-(3-phenoxypropyl)aminomethanediphosphonic acid tetraethyl ester are dissolved in 20 ml of dichloromethane, and 4.4 ml (0.0343 mol) of trimethylbromosilane are added. After 72 hours at room temperature, the solvent is removed under reduced pressure. The remaining oil is dissolved in warm 95% aqueous methanol. On cooling, N-(3-phenoxypropyl)aminomethanediphosphonic acid of m.p. 226°-228° (decomp.) is obtained. Reactants: CCCc1c(OCCOCCOc2c(C(C)=O)ccc(OCCCC(=O)OCC)c2CCC)ccc(C(C)=O)c1O, CO, [Na+], [OH-]. Yields the product CCCc1c(OCCOCCOc2c(C(C)=O)ccc(OCCCC(=O)O)c2CCC)ccc(C(C)=O)c1O. Reaction SMILES: [CH2:1]([CH3:2])[O:3][C:4]([CH2:5][CH2:6][CH2:7][O:8][c:9]1[c:10]([CH2:38][CH2:39][CH3:40])[c:11]([O:18][CH2:19][CH2:20][O:21][CH2:22][CH2:23][O:24][c:25]2[c:26]([CH2:35][CH2:36][CH3:37])[c:27]([OH:34])[c:28]([C:31]([CH3:32])=[O:33])[cH:29][cH:30]2)[c:12]([C:15]([CH3:16])=[O:17])[cH:13][cH:14]1)=[O:41].[CH3:44][OH:45].[Na+:43].[OH-:42]>>[O:3]=[C:4]([CH2:5][CH2:6][CH2:7][O:8][c:9]1[c:10]([CH2:38][CH2:39][CH3:40])[c:11]([O:18][CH2:19][CH2:20][O:21][CH2:22][CH2:23][O:24][c:25]2[c:26]([CH2:35][CH2:36][CH3:37])[c:27]([OH:34])[c:28]([C:31]([CH3:32])=[O:33])[cH:29][cH:30]2)[c:12]([C:15]([CH3:16])=[O:17])[cH:13][cH:14]1)[OH:41]. Starting materials: ClC=1C=C(CNC=2C=CC(=NC2)C=O)C=CC1 (5-(m-chlorobenzylamino)-pyridine-2-carboxaldehyde), [OH-].[Na+] (sodium hydroxide), aldehyde. The reagents and catalysts are [N+](=O)([O-])[O-].[Ag+] (silver nitrate). Solvent: O (water), O (water). Product: ClC=1C=C(CNC=2C=CC(=NC2)C(=O)O)C=CC1 (5-(m-chlorobenzylamino)-pyridine-2-carboxylic acid). RXN SMILES: [Cl:1][C:2]1[CH:3]=[C:4]([CH:15]=[CH:16][CH:17]=1)[CH2:5][NH:6][C:7]1[CH:8]=[CH:9][C:10]([CH:13]=[O:14])=[N:11][CH:12]=1.[OH-:18].[Na+]>O.[N+]([O-])([O-])=O.[Ag+]>[Cl:1][C:2]1[CH:3]=[C:4]([CH:15]=[CH:16][CH:17]=1)[CH2:5][NH:6][C:7]1[CH:8]=[CH:9][C:10]([C:13]([OH:18])=[O:14])=[N:11][CH:12]=1 |f:1.2,4.5|. Procedure details: 4.93 g of 5-(m-chlorobenzylamino)-pyridine-2-carboxaldehyde are added in small portions to the cold stirring solution consisting of 70.4 g of silver nitrate in 150 ml of water and 33.1 g of sodium hydroxide in 150 ml of water. The mixture is stirred 10 minutes after the last of the aldehyde is added and filtered. The yellow filtrate is cooled and 12 N hydrochloric acid is added until the pH is 5. A solid precipitates which is collected by filtration and crystallized from methanol, to yield the 5... Starting materials: CCCCOc1nc(N)c2nc(OC)n(CCC3CCCCO3)c2n1, C1COCCO1, CO, Cl. Product: CCCCOc1nc(N)c2[nH]c(=O)n(CCC3CCCCO3)c2n1. Reaction SMILES: [CH2:1]([CH2:2][CH2:3][CH3:4])[O:5][c:6]1[n:7][c:8]([NH2:25])[c:9]2[n:10][c:11]([O:23][CH3:24])[n:12]([CH2:15][CH2:16][CH:17]3[O:18][CH2:19][CH2:20][CH2:21][CH2:22]3)[c:13]2[n:14]1.[CH2:29]1[O:30][CH2:31][CH2:32][O:33][CH2:34]1.[CH3:27][OH:28].[ClH:26]>>[CH2:1]([CH2:2][CH2:3][CH3:4])[O:5][c:6]1[n:7][c:8]([NH2:25])[c:9]2[nH:10][c:11](=[O:23])[n:12]([CH2:15][CH2:16][CH:17]3[O:18][CH2:19][CH2:20][CH2:21][CH2:22]3)[c:13]2[n:14]1. Starting materials: CS(C)=O, CC(C)(C)OC(=O)NCc1ccc(OCCOc2ccc(-c3ccc4c(c3)N(C(=O)Nc3nc5ccccc5s3)CCC4)nc2C(=O)O)cc1. Product: NCc1ccc(OCCOc2ccc(-c3ccc4c(c3)N(C(=O)Nc3nc5ccccc5s3)CCC4)nc2C(=O)O)cc1. Reaction SMILES: [CH3:51][S:52]([CH3:53])=[O:54].[s:1]1[c:2]([NH:10][C:11](=[O:12])[N:13]2[CH2:14][CH2:15][CH2:16][c:17]3[cH:18][cH:19][c:20](-[c:23]4[cH:24][cH:25][c:26]([O:32][CH2:33][CH2:34][O:35][c:36]5[cH:37][cH:38][c:39]([CH2:42][NH:43][C:44]([O:45][C:46]([CH3:47])([CH3:48])[CH3:49])=[O:50])[cH:40][cH:41]5)[c:27]([C:29](=[O:30])[OH:31])[n:28]4)[cH:21][c:22]32)[n:3][c:4]2[c:5]1[cH:6][cH:7][cH:8][cH:9]2>>[s:1]1[c:2]([NH:10][C:11](=[O:12])[N:13]2[CH2:14][CH2:15][CH2:16][c:17]3[cH:18][cH:19][c:20](-[c:23]4[cH:24][cH:25][c:26]([O:32][CH2:33][CH2:34][O:35][c:36]5[cH:37][cH:38][c:39]([CH2:42][NH2:43])[cH:40][cH:41]5)[c:27]([C:29](=[O:30])[OH:31])[n:28]4)[cH:21][c:22]32)[n:3][c:4]2[c:5]1[cH:6][cH:7][cH:8][cH:9]2.